From a dataset of the Open Reaction Database (ORD), a public repository of structured organic reaction records. describe an organic reaction: reactants, conditions, products, and yield Starting materials: ClC1=CC=C2C(=CN(C2=C1)CC(=O)O)C(=O)N1CCC(CC1)C1=C(C=CC=C1)C(F)(F)F ({6-chloro-3-[4-(2-trifluoromethyl-phenyl)-piperidine-1-carbonyl]-indol-1-yl}-acetic acid), CN(CCN)C (N1,N1-dimethyl-ethane-1,2-diamine). Yields the product Cl.NCCNC(CN1C=C(C2=CC=C(C=C12)Cl)C(=O)N1CCC(CC1)C1=C(C=CC=C1)C(F)(F)F)=O (N-(2-Amino-ethyl)-2-{6-chloro-3-[4-(2-trifluoromethyl-phenyl)-piperidine-1-carbonyl]-indol-1-yl}-acetamide hydrochloride). RXN SMILES: [Cl:1][C:2]1[CH:10]=[C:9]2[C:5]([C:6]([C:15]([N:17]3[CH2:22][CH2:21][CH:20]([C:23]4[CH:28]=[CH:27][CH:26]=[CH:25][C:24]=4[C:29]([F:32])([F:31])[F:30])[CH2:19][CH2:18]3)=[O:16])=[CH:7][N:8]2[CH2:11][C:12]([OH:14])=O)=[CH:4][CH:3]=1.C[N:34](C)[CH2:35][CH2:36][NH2:37]>>[ClH:1].[NH2:34][CH2:35][CH2:36][NH:37][C:12](=[O:14])[CH2:11][N:8]1[C:9]2[C:5](=[CH:4][CH:3]=[C:2]([Cl:1])[CH:10]=2)[C:6]([C:15]([N:17]2[CH2:18][CH2:19][CH:20]([C:23]3[CH:28]=[CH:27][CH:26]=[CH:25][C:24]=3[C:29]([F:31])([F:30])[F:32])[CH2:21][CH2:22]2)=[O:16])=[CH:7]1 |f:2.3|. Procedure details: Analogous to general procedure I, the coupling of {6-chloro-3-[4-(2-trifluoromethyl-phenyl)-piperidine-1-carbonyl]-indol-1-yl}-acetic acid (prepared herein) with (commercially available) N1,N1-dimethyl-ethane-1,2-diamine, gave the title compound.